From a dataset of the Open Reaction Database (ORD), a public repository of structured organic reaction records. describe an organic reaction: reactants, conditions, products, and yield Reactants: N1(CCNCC1)C1=NSC2=C1C=CC=C2 (3-piperazin-1-ylbenzo[d]isothiazole), FC1=CC=C(C=C1)N1CCNCC1 (1-(4-fluorophenyl)-piperazine), C1(CC1)CCNC(=O)C=1N=NC(=CC1)Cl (6-chloropyridazine-3-carboxylic acid (2-cyclopropylethyl)amide). Product: C1(CC1)CCNC(=O)C=1N=NC(=CC1)N1CCN(CC1)C1=NSC2=C1C=CC=C2 (6-(4-BENZO[d]ISOTHIAZOL-3-YLPIPERAZIN-1-YL)PYRIDAZINE-3-CARBOXYLIC ACID (2-CYCLOPROPYLETHYL)AMIDE). The yield is 25.0%. Reaction SMILES: [N:1]1([C:7]2[C:11]3[CH:12]=[CH:13][CH:14]=[CH:15][C:10]=3[S:9][N:8]=2)[CH2:6][CH2:5][NH:4][CH2:3][CH2:2]1.FC1C=CC(N2CCNCC2)=CC=1.[CH:29]1([CH2:32][CH2:33][NH:34][C:35]([C:37]2[N:38]=[N:39][C:40](Cl)=[CH:41][CH:42]=2)=[O:36])[CH2:31][CH2:30]1>>[CH:29]1([CH2:32][CH2:33][NH:34][C:35]([C:37]2[N:38]=[N:39][C:40]([N:4]3[CH2:5][CH2:6][N:1]([C:7]4[C:11]5[CH:12]=[CH:13][CH:14]=[CH:15][C:10]=5[S:9][N:8]=4)[CH2:2][CH2:3]3)=[CH:41][CH:42]=2)=[O:36])[CH2:31][CH2:30]1. Reported procedure: Following the procedure as described in Example 1, making variation only as required to use 3-piperazin-1-ylbenzo[d]isothiazole to replace 1-(4-fluorophenyl)-piperazine to react with 6-chloropyridazine-3-carboxylic acid (2-cyclopropylethyl)amide, the title compound was obtained as a white powder in 25% yield (0.0307 g). 1H NMR (300 MHz, CDCl3) δ 8.13 (d, J=9.5 Hz, 1H), 7.94 (m, 2H), 7.80 (d, J=8.0 Hz, 1H), 7.50 (t, J=7.3 Hz, 1H), 7.38 (t, J=7.8 Hz, 1H), 7.16 (d, J=8.0 Hz, 1H), 4.05 (m, 4H), 3.73... Reactants: FC1=CC=C(C=C1)C(N1CCNCC1)C1=CC=C(C=C1)F (1-[Bis(4-fluorophenyl)methyl]piperazine), OCCCNS(=O)(=O)CCCCCCCl (N-(3-hydroxypropyl)-6-chlorohexanesulfonamide). Run in C(C)N(C(C)C)C(C)C (N-ethyldiisopropylamine). Yields the product OCCCNS(=O)(=O)CCCCCCN1CCN(CC1)C(C1=CC=C(C=C1)F)C1=CC=C(C=C1)F (N-(3-hydroxypropyl)-6-[4-[bis(4-fluorophenyl)methyl]-1-piperazinyl]hexanesulfonamide). Isolated yield 95.8%. Reaction SMILES: [F:1][C:2]1[CH:7]=[CH:6][C:5]([CH:8]([C:15]2[CH:20]=[CH:19][C:18]([F:21])=[CH:17][CH:16]=2)[N:9]2[CH2:14][CH2:13][NH:12][CH2:11][CH2:10]2)=[CH:4][CH:3]=1.[OH:22][CH2:23][CH2:24][CH2:25][NH:26][S:27]([CH2:30][CH2:31][CH2:32][CH2:33][CH2:34][CH2:35]Cl)(=[O:29])=[O:28]>C(N(C(C)C)C(C)C)C>[OH:22][CH2:23][CH2:24][CH2:25][NH:26][S:27]([CH2:30][CH2:31][CH2:32][CH2:33][CH2:34][CH2:35][N:12]1[CH2:11][CH2:10][N:9]([CH:8]([C:5]2[CH:4]=[CH:3][C:2]([F:1])=[CH:7][CH:6]=2)[C:15]2[CH:20]=[CH:19][C:18]([F:21])=[CH:17][CH:16]=2)[CH2:14][CH2:13]1)(=[O:29])=[O:28]. Procedure details: 1-[Bis(4-fluorophenyl)methyl]piperazine (576.7 mg, 2.00 mmol) and N-(3-hydroxypropyl)-6-chlorohexanesulfonamide (515.6 mg, 2.00 mmol) were refluxed in N-ethyldiisopropylamine (2 ml) for 6 hours. The reaction mixture was concentrated in vacuc, and water was added thereto. The mixture was extracted with chloroform. The chloroform layer was washed with water, and dried over anhydrous magnesium sulfate. Subsequently, the solvent was removed by evaporation in vacuo. The resulting crude product was pu...